From a dataset of the Open Reaction Database (ORD), a public repository of structured organic reaction records. describe an organic reaction: reactants, conditions, products, and yield The reactants are [S] (sulfur), C1=CC2=C(C=C1N)S(=O)(=O)C3=C2C=CC(=C3)N (Benzidine sulfone), diamine, [Cl-].[Al+3].[Cl-].[Cl-] (aluminum chloride), C1(=CC=CC=C1)C1=CC=CC=C1 (biphenyl). The product is C1=CC=CC=2SC3=C(C21)C=CC=C3 (dibenzothiophene). As a reaction SMILES: [CH:1]1[C:6](N)=[CH:5][C:4]2[S:8]([C:11]3[CH:16]=[C:15](N)[CH:14]=[CH:13][C:12]=3[C:3]=2[CH:2]=1)(=O)=O.C1(C2C=CC=CC=2)C=CC=CC=1.[S].[Cl-].[Al+3].[Cl-].[Cl-]>>[CH:2]1[C:3]2[C:12]3[CH:13]=[CH:14][CH:15]=[CH:16][C:11]=3[S:8][C:4]=2[CH:5]=[CH:6][CH:1]=1 |f:3.4.5.6,^3:29|. Procedure: Benzidine sulfone used as the diamine component in the synthesis of the novel copolyamide is a known compound, and it can be prepared, for example, by a method comprising reacting biphenyl with sulfur in the presence of anhydrous aluminum chloride to form dibenzothiophene, oxidizing dibenzothiophene with hydrogen peroxide to form dibenzothiophene-5,5'-dioxide, nitrating the dioxide with concentrated nitric acid to form 3,7-dinitrodibenzothiophene-5,5'-dioxide and reducing the so formed dioxide w... Reactants: CCOc1ccc([N+](=O)[O-])cc1NC(C)=O, COc1ccc(N)cc1NC(C)=O. The product is CCOc1ccc(N)cc1NC(C)=O. Reaction SMILES: [CH2:1]([CH3:2])[O:3][c:4]1[c:5]([NH:13][C:14]([CH3:15])=[O:16])[cH:6][c:7]([N+:10]([O-:11])=[O:12])[cH:8][cH:9]1.[NH2:17][c:18]1[cH:19][cH:20][c:21]([O:22][CH3:23])[c:24]([NH:25][C:26](=[O:27])[CH3:28])[cH:29]1>>[CH2:1]([CH3:2])[O:3][c:4]1[c:5]([NH:13][C:14]([CH3:15])=[O:16])[cH:6][c:7]([NH2:10])[cH:8][cH:9]1. Starting materials: CNC, CCO, Cc1cccc(Nc2cc(Nc3ccc(OCC4CO4)cc3)ncn2)c1, CN(C)C=O, O. Product: Cc1cccc(Nc2cc(Nc3ccc(OCC(O)CN(C)C)cc3)ncn2)c1. As a reaction SMILES: [CH3:27][NH:28][CH3:29].[CH3:31][CH2:32][OH:33].[O:1]1[CH:2]([CH2:3][O:4][c:5]2[cH:6][cH:7][c:8]([NH:9][c:10]3[n:11][cH:12][n:13][c:14]([NH:16][c:17]4[cH:18][c:19]([CH3:23])[cH:20][cH:21][cH:22]4)[cH:15]3)[cH:24][cH:25]2)[CH2:26]1.[O:34]=[CH:35][N:36]([CH3:37])[CH3:38].[OH2:30]>>[OH:1][CH:2]([CH2:3][O:4][c:5]1[cH:6][cH:7][c:8]([NH:9][c:10]2[n:11][cH:12][n:13][c:14]([NH:16][c:17]3[cH:18][c:19]([CH3:23])[cH:20][cH:21][cH:22]3)[cH:15]2)[cH:24][cH:25]1)[CH2:26][N:28]([CH3:27])[CH3:29]. Starting materials: [N+](=O)(O)[O-] (nitric acid), CN(C1=CC=CC=C1)CCCCCCCCCCCCCCCCCC (N-methyloctadecylaniline), S(O)(O)(=O)=O (sulfuric acid), [N+](=O)(O)[O-] (nitric acid), ice water. The product is C(CCCCCCCCCCCCCCCCC)N(C1=C(C=CC=C1)[N+](=O)[O-])C (N-octadecylmethyl-o-nitroaniline). As a reaction SMILES: [CH3:1][N:2]([CH2:9][CH2:10][CH2:11][CH2:12][CH2:13][CH2:14][CH2:15][CH2:16][CH2:17][CH2:18][CH2:19][CH2:20][CH2:21][CH2:22][CH2:23][CH2:24][CH2:25][CH3:26])[C:3]1[CH:8]=[CH:7][CH:6]=[CH:5][CH:4]=1.S(=O)(=O)(O)O.[N+:32]([O-])([OH:34])=[O:33]>>[CH2:9]([N:2]([CH3:1])[C:3]1[CH:4]=[CH:5][CH:6]=[CH:7][C:8]=1[N+:32]([O-:34])=[O:33])[CH2:10][CH2:11][CH2:12][CH2:13][CH2:14][CH2:15][CH2:16][CH2:17][CH2:18][CH2:19][CH2:20][CH2:21][CH2:22][CH2:23][CH2:24][CH2:25][CH3:26]. Procedure details: Add 23.6 g (0.22 mol) N-methylaniline into 92 g (0.2 mol) 14% hexane solution of N-butyllithium and stir it for 10-20 minutes. Drop 33.3 g (0.1 mol) octadecylbromide into the above solution, while stirring it. Add 200 ml water into the solution, after heating and refluxing the solution for about 17 hours and cooling it down to room temperature. Add 6N hydrochloric acid to the solution after concentrating the solution extracted by 300 ml diethyl ether and deposit it. 32.3 g (0.09 mol) N, N-methyl... Starting materials: BrCCCCN1CSCC1=O (3-(4-bromobutyl)-4-thiazolidinone), N1=C(C=CC2=CC=CC=C12)N1CCNCC1 (1-(2-quinolinyl)piperazine), C(=O)([O-])[O-].[K+].[K+] (K2CO3), [Na+].[I-] (NaI), [Br-] (bromide). The solvent is C(C)#N (acetonitrile), CO.CCOC(=O)C (MeOH EtOAc), C(C)(=O)OCC (ethyl acetate). Conditions: temperature 80 celsius, time 19 hour. Yields the product N1=C(C=CC2=CC=CC=C12)N1CCN(CC1)CCCCN1CSCC1=O (3-[4-[1-(2-Quinolinyl)-4-piperazinyl]butyl]-4-thiazolidinone). Isolated yield 91.1%. As a reaction SMILES: Br[CH2:2][CH2:3][CH2:4][CH2:5][N:6]1[C:10](=[O:11])[CH2:9][S:8][CH2:7]1.[N:12]1[C:21]2[C:16](=[CH:17][CH:18]=[CH:19][CH:20]=2)[CH:15]=[CH:14][C:13]=1[N:22]1[CH2:27][CH2:26][NH:25][CH2:24][CH2:23]1.C([O-])([O-])=O.[K+].[K+].[Na+].[I-].[Br-]>C(OCC)(=O)C.CO.CCOC(C)=O.C(#N)C>[N:12]1[C:21]2[C:16](=[CH:17][CH:18]=[CH:19][CH:20]=2)[CH:15]=[CH:14][C:13]=1[N:22]1[CH2:27][CH2:26][N:25]([CH2:2][CH2:3][CH2:4][CH2:5][N:6]2[C:10](=[O:11])[CH2:9][S:8][CH2:7]2)[CH2:24][CH2:23]1 |f:2.3.4,5.6,9.10|. Reported procedure: A mixture of 3-(4-bromobutyl)-4-thiazolidinone (4.00 g), 1-(2-quinolinyl)piperazine (3.94 g), K2CO3 (6.97 g), NaI (230 mg) and acetonitrile (150 mL) was heated at 80° C. (bath temperature) under nitrogen. After 19 hours, TLC analysis (silica gel, 13% MeOH/EtOAc) showed the absence of starting bromide and the presence of one major product, Rf =0.19. The reaction mixture was cooled to room temperature, ethyl acetate (100 mL) was added, and the mixture was filtered. The filtrate was concentrated in... Reactants: C(=O)C1=CC=2SC(=CC2C2=CC=CC=C12)C(=O)OC (Methyl 5-formylnaphtho[2,1-b]thiophene-2-carboxylate), [OH-].[K+] (KOH), N1=CC=CC2=CC=CC=C12 (quinoline), cuprous oxide, Cl (HCl). Solvent: O (H2O), CO (CH3OH), C(Cl)(Cl)Cl.CCCCCC (CHCl3 hexane). The product is C=1C2=C(SC1)C=C(C1=CC=CC=C12)C=O (naphtho[2,1-b]thiophene-5-carbaldehyde). Isolated yield 65.2%. RXN SMILES: [CH:1]([C:3]1[C:15]2[C:10](=[CH:11][CH:12]=[CH:13][CH:14]=2)[C:9]2[CH:8]=[C:7](C(OC)=O)[S:6][C:5]=2[CH:4]=1)=[O:2].[OH-].[K+].Cl.N1C2C(=CC=CC=2)C=CC=1>C(Cl)(Cl)Cl.CCCCCC.O.CO>[CH:8]1[C:9]2[C:10]3[C:15](=[CH:14][CH:13]=[CH:12][CH:11]=3)[C:3]([CH:1]=[O:2])=[CH:4][C:5]=2[S:6][CH:7]=1 |f:1.2,5.6|. Procedure details: To a RB flask equipped with magnetic stirring bar, condenser and N2 inlet line with bubbler was added methyl 5-formylnaphtho-[2,1-b]thiophene-2-carboxylate (7A, 9.75 g, 36 mmol), KOH (85%, Mallinckrodt Co., St. Louis, Mo. 63147, 18.0 g, 320 mmol), CH3OH (40 mL) and H2O (80 mL). The mixture was refluxed for 1.5 h, cooled and neutralized with 3N HCl (500 mL). A yellow solid formed which was filtered and washed with H2O (3×300 mL) and dried in a vacuum oven overnight to give crude 5-formylnaphtho-[...